describe an organic reaction: reactants, conditions, products, and yield From a dataset of the Open Reaction Database (ORD), a public repository of structured organic reaction records. Procedure details: (2S,4S)-N-Benzyloxycarbonyl-2-(4'-methoxyphenyl)-4-methyl-1,3-oxazolidin-5-one (14) was prepared from sodium N-(para-methoxybenzylidene)-(L)-alaninate (2.29 g, 10.0 mM) and benzyl chloroformate (1.43 mL, 10.0 mM) following general procedure C and obtained as a white solid after purification by flash column chromatography, using 33% ethyl acetate/petrol as eluant (1.75g, 51%, single diastereomer): [α]D20 +99.9 (c 1.0, CHCl3); mp 97-99° C.; IR (KBr): 1790, 1695 cm-1 ; 1H NMR (500 MHz, d8 -toluene,... The reactants are COC1=CC=C(C=N[C@@H](C)C(=O)[O-])C=C1.[Na+] (sodium N-(para-methoxybenzylidene)-(L)-alaninate), ClC(=O)OCC1=CC=CC=C1 (benzyl chloroformate). Yields the product C(C1=CC=CC=C1)OC(=O)N1[C@@H](OC([C@@H]1C)=O)C1=CC=C(C=C1)OC ((2S,4S)-N-Benzyloxycarbonyl-2-(4'-methoxyphenyl)-4-methyl-1,3-oxazolidin-5-one). As a reaction SMILES: [CH3:1][O:2][C:3]1[CH:15]=[CH:14][C:6]([CH:7]=[N:8][C@H:9]([C:11]([O-:13])=[O:12])[CH3:10])=[CH:5][CH:4]=1.[Na+].Cl[C:18]([O:20][CH2:21][C:22]1[CH:27]=[CH:26][CH:25]=[CH:24][CH:23]=1)=[O:19]>>[CH2:21]([O:20][C:18]([N:8]1[C@@H:9]([CH3:10])[C:11](=[O:13])[O:12][C@H:7]1[C:6]1[CH:5]=[CH:4][C:3]([O:2][CH3:1])=[CH:15][CH:14]=1)=[O:19])[C:22]1[CH:27]=[CH:26][CH:25]=[CH:24][CH:23]=1 |f:0.1|. The reactants are C(C1=C(C=CC=C1)SSC1=C(C(=O)Cl)C=CC=C1)(=O)Cl (2,2'-dithiobisbenzoyl chloride), ClC1=C(N)C=CC(=C1)Cl (2,4-dichloroaniline). Solvent: N1=CC=CC=C1 (pyridine), ClCCl (dichloromethane). Yields the product ClC1=C(C=CC(=C1)Cl)NC(C1=C(C=CC=C1)SSC1=C(C(=O)NC2=C(C=C(C=C2)Cl)Cl)C=CC=C1)=O (2,2'-Dithiobis[N-(2,4-dichlorophenyl)benzamide]). Isolated yield 18.5%. Reaction SMILES: [C:1](Cl)(=[O:19])[C:2]1[CH:7]=[CH:6][CH:5]=[CH:4][C:3]=1[S:8][S:9][C:10]1[CH:18]=[CH:17][CH:16]=[CH:15][C:11]=1[C:12](Cl)=[O:13].[Cl:21][C:22]1[CH:28]=[C:27]([Cl:29])[CH:26]=[CH:25][C:23]=1[NH2:24]>ClCCl.N1C=CC=CC=1>[Cl:21][C:22]1[CH:28]=[C:27]([Cl:29])[CH:26]=[CH:25][C:23]=1[NH:24][C:1](=[O:19])[C:2]1[CH:7]=[CH:6][CH:5]=[CH:4][C:3]=1[S:8][S:9][C:10]1[CH:18]=[CH:17][CH:16]=[CH:15][C:11]=1[C:12]([NH:24][C:23]1[CH:25]=[CH:26][C:27]([Cl:29])=[CH:28][C:22]=1[Cl:21])=[O:13]. Reported procedure: This compound was prepared according to the general method of Example 77 using 2,2'-dithiobisbenzoyl chloride (2.00 g, 5.83 mmol) in 50 mL of dichloromethane and 2,4-dichloroaniline (1.89 g, 11.7 mmol) in 15 mL of pyridine. The crude product was triturated with a hot mixture of ethyl acetate, ethanol and methanol (1:1:1) and filtered to yield 0.64 g of the title compound, mp 227°-228° C. The reactants are O=C([O-])[O-], CN(C)C=O, Nc1cn2nc(I)ccc2n1, [K+], [K+], Nc1cccc(O)c1, O. Yields the product Nc1cccc(Oc2ccc3nc(N)cn3n2)c1. RXN SMILES: [C:20](=[O:21])([O-:22])[O-:23].[CH3:26][N:27]([CH3:28])[CH:29]=[O:30].[I:1][c:2]1[cH:3][cH:4][c:5]2[n:6]([n:7]1)[cH:8][c:9]([NH2:11])[n:10]2.[K+:24].[K+:25].[NH2:12][c:13]1[cH:14][cH:15][cH:16][c:17]([OH:18])[cH:19]1.[OH2:31]>>[c:2]1([O:18][c:17]2[cH:16][cH:15][cH:14][c:13]([NH2:12])[cH:19]2)[cH:3][cH:4][c:5]2[n:6]([n:7]1)[cH:8][c:9]([NH2:11])[n:10]2. Starting materials: ClC1=C(C=C(N)C=C1)[N+](=O)[O-] (4-chloro-3-nitroaniline), ClC(C(=O)OC)=O (methyl chlorooxoacetate). Product: ClC1=C(C=C(NC(C(=O)O)=O)C=C1)[N+](=O)[O-] (2-(4-chloro-3-nitroanilino)-2-oxoacetic acid). Reaction SMILES: [Cl:1][C:2]1[CH:8]=[CH:7][C:5]([NH2:6])=[CH:4][C:3]=1[N+:9]([O-:11])=[O:10].Cl[C:13](=[O:18])[C:14]([O:16]C)=[O:15]>>[Cl:1][C:2]1[CH:8]=[CH:7][C:5]([NH:6][C:13](=[O:18])[C:14]([OH:16])=[O:15])=[CH:4][C:3]=1[N+:9]([O-:11])=[O:10]. Procedure: In a manner similar to that described in Referential Example 242, 4-chloro-3-nitroaniline was condensed with methyl chlorooxoacetate. In a manner similar to that described in Referential Example 359, the condensed compound was hydrolyzed, whereby the title compound was obtained.